From a dataset of the Open Reaction Database (ORD), a public repository of structured organic reaction records. describe an organic reaction: reactants, conditions, products, and yield The reactants are CCc1cnc(N2CCN(C(=O)c3ccc(Br)cc3N3CCCS3(=O)=O)CC2)c(C)c1, CC1COC(=O)N1. The product is CCc1cnc(N2CCN(C(=O)c3ccc(N4C(=O)OCC4C)cc3N3CCCS3(=O)=O)CC2)c(C)c1. As a reaction SMILES: [Br:1][c:2]1[cH:3][c:4]([N:25]2[S:26](=[O:30])(=[O:31])[CH2:27][CH2:28][CH2:29]2)[c:5]([C:8](=[O:9])[N:10]2[CH2:11][CH2:12][N:13]([c:16]3[n:17][cH:18][c:19]([CH2:23][CH3:24])[cH:20][c:21]3[CH3:22])[CH2:14][CH2:15]2)[cH:6][cH:7]1.[CH3:32][CH:33]1[NH:34][C:35](=[O:38])[O:36][CH2:37]1>>[c:2]1([N:34]2[CH:33]([CH3:32])[CH2:37][O:36][C:35]2=[O:38])[cH:3][c:4]([N:25]2[S:26](=[O:30])(=[O:31])[CH2:27][CH2:28][CH2:29]2)[c:5]([C:8](=[O:9])[N:10]2[CH2:11][CH2:12][N:13]([c:16]3[n:17][cH:18][c:19]([CH2:23][CH3:24])[cH:20][c:21]3[CH3:22])[CH2:14][CH2:15]2)[cH:6][cH:7]1.